Dataset: the Open Reaction Database (ORD), a public repository of structured organic reaction records. Task: describe an organic reaction: reactants, conditions, products, and yield The reactants are O=CC(Cl)(Cl)Cl, CCCCn1cnnc1S, c1ccccc1. Product: CCCCn1cnnc1SC(O)C(Cl)(Cl)Cl. Reaction SMILES: [O:11]=[CH:12][C:13]([Cl:14])([Cl:15])[Cl:16].[SH:1][c:2]1[n:3][n:4][cH:5][n:6]1[CH2:7][CH2:8][CH2:9][CH3:10].[cH:17]1[cH:18][cH:19][cH:20][cH:21][cH:22]1>>[S:1]([c:2]1[n:3][n:4][cH:5][n:6]1[CH2:7][CH2:8][CH2:9][CH3:10])[CH:12]([OH:11])[C:13]([Cl:14])([Cl:15])[Cl:16]. The product is COc1cc(OC)nc(NC(=O)NS(=O)(=O)c2ccccc2C2=NOCCO2)n1. Reaction SMILES: [CH3:39][C:40]#[N:41].[H-:1].[Na+:2].[O:19]([c:21]1[cH:22][cH:23][cH:24][cH:25][cH:27]1)[C:26](=[O:20])[NH:28][c:29]1[n:30][c:31]([O:37][CH3:38])[cH:32][c:33]([O:35][CH3:36])[n:34]1.[O:3]1[N:4]=[C:5]([c:9]2[c:10]([S:15](=[O:16])(=[O:17])[NH2:18])[cH:11][cH:12][cH:13][cH:14]2)[O:6][CH2:7][CH2:8]1>>[O:3]1[N:4]=[C:5]([c:9]2[c:10]([S:15](=[O:16])(=[O:17])[NH:18][C:26](=[O:19])[NH:28][c:29]3[n:30][c:31]([O:37][CH3:38])[cH:32][c:33]([O:35][CH3:36])[n:34]3)[cH:11][cH:12][cH:13][cH:14]2)[O:6][CH2:7][CH2:8]1. Starting materials: CC#N, [H-], [Na+], COc1cc(OC)nc(NC(=O)Oc2ccccc2)n1, NS(=O)(=O)c1ccccc1C1=NOCCO1. Starting materials: C1(=CC=CC=C1)P(=O)(C1=CC=CC=C1)OC=1[C@@H]([C@@H]2N(C1C(=O)OCC1=CC=C(C=C1)[N+](=O)[O-])C([C@@H]2[C@@H](C)O)=O)C (p-nitrobenzyl (1R,5S,6S)-2-(diphenylphosphoryloxy)-6-[(R)-1-hydroxyethyl]-1-methylcarbapen-2-em-3-carboxylate), C(C)(C)N(CC)C(C)C (diisopropylethylamine), C(C)(=O)SC1CN(C1)C=1SC=C(N1)C(N[C@@H](C(C)C)CO[Si](C)(C)C(C)(C)C)=O (3-acetylthio-1-{4-[(1S)-1-(t-butyldimethylsilyloxymethyl)-2-methyl-propylcarbamoyl]-1,3-thiazol-2-yl}azetidine), C(C)(=O)O.NN (hydrazine acetate), C(O)([O-])=O.[Na+] (sodium hydrogencarbonate). Solvent: C(C)#N (acetonitrile), CN(C=O)C (dimethylformamide), C(C)(=O)OCC (ethyl acetate). Run at time 1 hour. Product: [Si](C)(C)(C(C)(C)C)OC[C@H](C(C)C)NC(=O)C=1N=C(SC1)N1CC(C1)SC=1[C@@H]([C@H]2N(C1C(=O)OCC1=CC=C(C=C1)[N+](=O)[O-])C([C@@H]2[C@@H](C)O)=O)C (p-nitrobenzyl (1R,5S,6S)-2-(1-{4-[(1S)-1-(t-butyldimethylsilyloxymethyl)-2-methyl-propylcarbamoyl]-1,3-thiazol-2-yl}azetidin-3-yl)thio-6-[(R)-1-hydroxyethyl]-1-methylcarbapen-2-em-3-carboxylate). Isolated yield 78.3%. As a reaction SMILES: C([S:4][CH:5]1[CH2:8][N:7]([C:9]2[S:10][CH:11]=[C:12]([C:14](=[O:29])[NH:15][C@H:16]([CH2:20][O:21][Si:22]([C:25]([CH3:28])([CH3:27])[CH3:26])([CH3:24])[CH3:23])[CH:17]([CH3:19])[CH3:18])[N:13]=2)[CH2:6]1)(=O)C.C(O)(=O)C.NN.C1(P(O[C:51]2[C@H:52]([CH3:75])[C@H:53]3[C@@H:70]([C@H:71]([OH:73])[CH3:72])[C:69](=[O:74])[N:54]3[C:55]=2[C:56]([O:58][CH2:59][C:60]2[CH:65]=[CH:64][C:63]([N+:66]([O-:68])=[O:67])=[CH:62][CH:61]=2)=[O:57])(C2C=CC=CC=2)=O)C=CC=CC=1.C(N(C(C)C)CC)(C)C.C(=O)([O-])O.[Na+]>CN(C)C=O.C(#N)C.C(OCC)(=O)C>[Si:22]([O:21][CH2:20][C@@H:16]([NH:15][C:14]([C:12]1[N:13]=[C:9]([N:7]2[CH2:8][CH:5]([S:4][C:51]3[C@H:52]([CH3:75])[C@@H:53]4[C@@H:70]([C@H:71]([OH:73])[CH3:72])[C:69](=[O:74])[N:54]4[C:55]=3[C:56]([O:58][CH2:59][C:60]3[CH:61]=[CH:62][C:63]([N+:66]([O-:68])=[O:67])=[CH:64][CH:65]=3)=[O:57])[CH2:6]2)[S:10][CH:11]=1)=[O:29])[CH:17]([CH3:19])[CH3:18])([C:25]([CH3:27])([CH3:28])[CH3:26])([CH3:23])[CH3:24] |f:1.2,5.6|. Procedure: To a solution of 3-acetylthio-1-{4-[(1S)-1-(t-butyldimethylsilyloxymethyl)-2-methyl-propylcarbamoyl]-1,3-thiazol-2-yl}azetidine (500 mg, 1.09 mmol) (obtained as described in Reference Example 36) in dimethylformamide (25 ml) was added hydrazine acetate (121 mg, 1.31 mmol) at room temperature under an atmosphere of nitrogen and the mixture was stirred for 1 hour. After checking the completion of the reaction, a solution of p-nitrobenzyl (1R,5S,6S)-2-(diphenylphosphoryloxy)-6-[(R)-1-hydroxyethyl]-...